Dataset: the Open Reaction Database (ORD), a public repository of structured organic reaction records. Task: describe an organic reaction: reactants, conditions, products, and yield The reactants are C=Cc1cccc2c1ccn2S(=O)(=O)c1ccccc1C, [O-][I+3]([O-])([O-])[O-], [Na+], C1COCCO1, O=[Os](=O)(=O)=O, O, Cc1cccc(C)n1. Product: Cc1ccccc1S(=O)(=O)n1ccc2c(C=O)cccc21. As a reaction SMILES: [CH3:1][c:2]1[c:3]([S:8](=[O:9])(=[O:10])[n:11]2[cH:12][cH:13][c:14]3[c:15]([CH:20]=[CH2:21])[cH:16][cH:17][cH:18][c:19]23)[cH:4][cH:5][cH:6][cH:7]1.[I+3:30]([O-:31])([O-:32])([O-:33])[O-:34].[Na+:35].[O:36]1[CH2:37][CH2:38][O:39][CH2:40][CH2:41]1.[O:43]=[Os:44](=[O:45])(=[O:46])=[O:47].[OH2:42].[n:22]1[c:23]([CH3:24])[cH:25][cH:26][cH:27][c:28]1[CH3:29]>>[CH3:1][c:2]1[c:3]([S:8](=[O:9])(=[O:10])[n:11]2[cH:12][cH:13][c:14]3[c:15]([CH:20]=[O:31])[cH:16][cH:17][cH:18][c:19]23)[cH:4][cH:5][cH:6][cH:7]1. Reactants: FC=1C=C(OC2=CC(=NC=C2)N(C(OC2=CC=CC=C2)=O)C(=O)OC2=CC=CC=C2)C=CC1NC(=O)C1(CC1)C(NC1=CC=CC=C1)=O (phenyl N-[4-(3-fluoro-4-{[1-(phenylcarbamoyl)cyclopropanecarbonyl]amino}phenoxy)pyridin-2-yl]-N-phenoxycarbonylcarbamate), C(C)N1CCC(CC1)NC (N-(1-ethylpiperidin-4-yl)-N-methylamine), CN(C=O)C (N,N-dimethylformamide). Run at time 9 hour. Product: C(C)N1CCC(CC1)N(C(=O)NC1=NC=CC(=C1)OC1=CC(=C(C=C1)NC(=O)C1(CC1)C(=O)NC1=CC=CC=C1)F)C (N-(4-{[2-({[(1-Ethylpiperidin-4-yl)(methyl)amino]carbonyl}amino)pyridin-4-yl]oxy}-2-fluorophenyl)-N′-phenylcyclopropane-1,1-dicarboxamide). Isolated yield 58.0%. As a reaction SMILES: [F:1][C:2]1[CH:3]=[C:4]([CH:31]=[CH:32][C:33]=1[NH:34][C:35]([C:37]1([C:40](=[O:48])[NH:41][C:42]2[CH:47]=[CH:46][CH:45]=[CH:44][CH:43]=2)[CH2:39][CH2:38]1)=[O:36])[O:5][C:6]1[CH:11]=[CH:10][N:9]=[C:8]([N:12](C(OC2C=CC=CC=2)=O)C(=O)OC2C=CC=CC=2)[CH:7]=1.[CH2:49]([N:51]1[CH2:56][CH2:55]C(NC)[CH2:53][CH2:52]1)[CH3:50].[CH3:59][N:60]([CH3:63])[CH:61]=[O:62]>>[CH2:49]([N:51]1[CH2:56][CH2:55][CH:59]([N:60]([CH3:63])[C:61]([NH:12][C:8]2[CH:7]=[C:6]([O:5][C:4]3[CH:31]=[CH:32][C:33]([NH:34][C:35]([C:37]4([C:40]([NH:41][C:42]5[CH:47]=[CH:46][CH:45]=[CH:44][CH:43]=5)=[O:48])[CH2:39][CH2:38]4)=[O:36])=[C:2]([F:1])[CH:3]=3)[CH:11]=[CH:10][N:9]=2)=[O:62])[CH2:53][CH2:52]1)[CH3:50]. Procedure details: To phenyl N-[4-(3-fluoro-4-{[1-(phenylcarbamoyl)cyclopropanecarbonyl]amino}phenoxy)pyridin-2-yl]-N-phenoxycarbonylcarbamate (50.0 mg) was added a solution of N-(1-ethylpiperidin-4-yl)-N-methylamine (66 mg) in N,N-dimethylformamide (1.0 ml), followed by stirring at room temperature for 9 hr. The reaction mixture was partitioned between ethyl acetate and 1N sodium hydroxide. The organic layer was washed with brine, and dried over anhydrous sodium sulfate. The solvent was removed, and the residue w... Reactants: [Cl-].[Li+] (lithium chloride), C1(C=C[C@H](\C=C/CCCCCCCC)O1)=O ((4S,5Z)-tetradeca-2,5-dien-4-olide), [Cl-].Cl[Si](C)(C)C (chlorotrimethylsilane chloride), C(C)(=O)OCC (ethyl acetate). Reagents/catalysts: [Cu](I)I (copper iodide). The solvent is O1CCCC1 (tetrahydrofuran), O1CCCC1 (tetrahydrofuran). Conditions: time 30 minute. Yields the product C1(CC[C@H](\C=C/CCCCCCCC)O1)=O ((R,Z)-5-tetradecen-4-olide). Yield: 78.2%. Reaction SMILES: [Cl-].[Li+].[C:3]1(=[O:18])[O:17][C@@H:6](/[CH:7]=[CH:8]\[CH2:9][CH2:10][CH2:11][CH2:12][CH2:13][CH2:14][CH2:15][CH3:16])[CH:5]=[CH:4]1.[Cl-].Cl[Si](C)(C)C.C(OCC)(=O)C>O1CCCC1.[Cu](I)I>[C:3]1(=[O:18])[O:17][C@@H:6](/[CH:7]=[CH:8]\[CH2:9][CH2:10][CH2:11][CH2:12][CH2:13][CH2:14][CH2:15][CH3:16])[CH2:5][CH2:4]1 |f:0.1,3.4|. Reported procedure: In an argon atmosphere, 10 ml of anhydrous tetrahydrofuran were added to 570 mg (3.0 mmol) of purified copper iodide (CuI) and 318 mg (7.5 mmol) of lithium chloride (LiCl) dried at a reduced pressure and 130° C., and the resultant solution was stirred at room temperature for about 30 minutes. The resultant transparent solution was cooled to about -60° C., a solution obtained by dissolving 336 mg (1.511 mmol) of the compound (17) obtained in step h in 3.5 ml of tetrahydrofuran was added to the ab... Reactants: COc1cc([N+](=O)[O-])ccc1C=O, Cc1ccccc1, OCCO, Cc1ccc(S(=O)(=O)O)cc1. The product is COc1cc([N+](=O)[O-])ccc1C1OCCO1. RXN SMILES: [CH3:1][O:2][c:3]1[c:4]([CH:5]=[O:6])[cH:7][cH:8][c:9]([N+:11](=[O:12])[O-:13])[cH:10]1.[CH3:29][c:30]1[cH:31][cH:32][cH:33][cH:34][cH:35]1.[OH:25][CH2:26][CH2:27][OH:28].[c:14]1([CH3:15])[cH:16][cH:17][c:18]([S:19]([OH:20])(=[O:21])=[O:22])[cH:23][cH:24]1>>[CH3:1][O:2][c:3]1[c:4]([CH:5]2[O:6][CH2:27][CH2:26][O:25]2)[cH:7][cH:8][c:9]([N+:11](=[O:12])[O-:13])[cH:10]1. The reactants are ice water, [H-].[Na+] (NaH), ICCC (1-Iodopropane), NC=1N=CC2=C(N1)N=C(C(=C2)C2=C(C=CC=C2Cl)Cl)O (2-amino-6-(2,6-dichlorophenyl)-pyrido[2,3-d]pyrimidin-7-ol). Solvent: CN(C=O)C (dimethylformamide). Conditions: temperature 50 celsius, time 10 minute. The product is NC=1N=CC2=C(N1)N(C(C(=C2)C2=C(C=CC=C2Cl)Cl)=O)CCC (2-amino-6-(2,6-dichlorophenyl)-8-propyl-8H-pyrido[2,3-d]pyrimidin-7-one). Yield: 68.0%. Reaction SMILES: [H-].[Na+].[NH2:3][C:4]1[N:5]=[CH:6][C:7]2[CH:13]=[C:12]([C:14]3[C:19]([Cl:20])=[CH:18][CH:17]=[CH:16][C:15]=3[Cl:21])[C:11]([OH:22])=[N:10][C:8]=2[N:9]=1.I[CH2:24][CH2:25][CH3:26]>CN(C)C=O>[NH2:3][C:4]1[N:5]=[CH:6][C:7]2[CH:13]=[C:12]([C:14]3[C:19]([Cl:20])=[CH:18][CH:17]=[CH:16][C:15]=3[Cl:21])[C:11](=[O:22])[N:10]([CH2:24][CH2:25][CH3:26])[C:8]=2[N:9]=1 |f:0.1|. Procedure details: To a suspension of NaH (60% in mineral oil, 31 mg) in 6 mL of dimethylformamide was added 2-amino-6-(2,6-dichlorophenyl)-pyrido[2,3-d]pyrimidin-7(8H)-one from Example 11 (205 mg, 0.67 mmol). The mixture was heated at 50° C. for 1 hour resulting in a clear solution. 1-Iodopropane (100 μL, 1.03 mmol) was added, and the solution was stirred at 50° C. for 10 minutes, then cooled to room temperature and poured onto 40 mL of ice water. The resulting precipitate was removed by filtration and washed wit... The reactants are CC(c1ccc(Br)cc1Cl)C(O)(c1ccc2c(c1)N(C)C(=O)CO2)C(F)(F)F, CCOC(=O)c1cc(B(O)O)ccc1Cl. Product: CCOC(=O)c1cc(-c2ccc(C(C)C(O)(c3ccc4c(c3)N(C)C(=O)CO4)C(F)(F)F)c(Cl)c2)ccc1Cl. RXN SMILES: [Br:1][c:2]1[cH:3][c:4]([Cl:28])[c:5]([CH:8]([C:9]([C:10]([F:11])([F:12])[F:13])([OH:14])[c:15]2[cH:16][cH:17][c:18]3[c:19]([cH:26]2)[N:20]([CH3:25])[C:21](=[O:24])[CH2:22][O:23]3)[CH3:27])[cH:6][cH:7]1.[Cl:29][c:30]1[c:31]([C:39](=[O:40])[O:41][CH2:42][CH3:43])[cH:32][c:33]([B:36]([OH:37])[OH:38])[cH:34][cH:35]1>>[c:2]1(-[c:33]2[cH:32][c:31]([C:39](=[O:40])[O:41][CH2:42][CH3:43])[c:30]([Cl:29])[cH:35][cH:34]2)[cH:3][c:4]([Cl:28])[c:5]([CH:8]([C:9]([C:10]([F:11])([F:12])[F:13])([OH:14])[c:15]2[cH:16][cH:17][c:18]3[c:19]([cH:26]2)[N:20]([CH3:25])[C:21](=[O:24])[CH2:22][O:23]3)[CH3:27])[cH:6][cH:7]1.